This data is from the Open Reaction Database (ORD), a public repository of structured organic reaction records. The task is: describe an organic reaction: reactants, conditions, products, and yield Starting materials: ClC1=CC=C(C=C1)C(C=1C=C2C(=CC(=NC2=CC1)O)NC1CCN(CC1)C(CCC(=O)OCC)=O)C1=CC=C(C=C1)Cl (ethyl 4-[4-([6-[bis(4-chlorophenyl)methyl]-2-hydroxyquinolin-4-yl]amino)piperidin-1-yl]-4-oxobutanoate), [OH-].[Na+] (sodium hydroxide). The solvent is C(C)O (ethanol). Conditions: time 4 hour. Product: ClC1=CC=C(C=C1)C(C=1C=C2C(=CC(NC2=CC1)=O)NC1CCN(CC1)C(CCC(=O)O)=O)C1=CC=C(C=C1)Cl (4-[4-([6-[bis(4-chlorophenyl)methyl]-2-oxo-1,2-dihydroquinolin-4-yl]amino)piperidin-1-yl]-4-oxobutanoic acid). Reaction SMILES: [Cl:1][C:2]1[CH:7]=[CH:6][C:5]([CH:8]([C:36]2[CH:41]=[CH:40][C:39]([Cl:42])=[CH:38][CH:37]=2)[C:9]2[CH:10]=[C:11]3[C:16](=[CH:17][CH:18]=2)[N:15]=[C:14]([OH:19])[CH:13]=[C:12]3[NH:20][CH:21]2[CH2:26][CH2:25][N:24]([C:27](=[O:35])[CH2:28][CH2:29][C:30]([O:32]CC)=[O:31])[CH2:23][CH2:22]2)=[CH:4][CH:3]=1.[OH-].[Na+]>C(O)C>[Cl:1][C:2]1[CH:7]=[CH:6][C:5]([CH:8]([C:36]2[CH:37]=[CH:38][C:39]([Cl:42])=[CH:40][CH:41]=2)[C:9]2[CH:10]=[C:11]3[C:16](=[CH:17][CH:18]=2)[NH:15][C:14](=[O:19])[CH:13]=[C:12]3[NH:20][CH:21]2[CH2:26][CH2:25][N:24]([C:27](=[O:35])[CH2:28][CH2:29][C:30]([OH:32])=[O:31])[CH2:23][CH2:22]2)=[CH:4][CH:3]=1 |f:1.2|. Reported procedure: Into a 25-mL round-bottom flask, was placed ethyl 4-[4-([6-[bis(4-chlorophenyl)methyl]-2-hydroxyquinolin-4-yl]amino)piperidin-1-yl]-4-oxobutanoate (60 g, 96.94 mmol, 1.00 equip, 98%), ethanol (15 mL), and sodium hydroxide (3 mL). The resulting solution was stirred for 4 h at room temperature. The resulting mixture was concentrated and acidified to pH3-4 with 1N HCl. The solids were collected by filtration. The resulting residue was purified by re-crystallization from methanol to yield 4-[4-([6-[... Starting materials: aqueous solution, [OH-].[Na+] (sodium hydroxide), CC1=CC=C(C=C1)C=1C=CC2=C(C=C(CCO2)C(=O)N2CCC(CC2)NC(C(F)(F)F)=O)C1 (1-(7-(4-methylphenyl)-2,3-dihydro-1-benzooxepine-4-carbonyl)-4-trifluoroacetamidopiperidine). Run in CO (methanol). Reaction conditions: time 8 hour. Yields the product NC1CCN(CC1)C(=O)C=1CCOC2=C(C1)C=C(C=C2)C2=CC=C(C=C2)C (4-amino-1-(7-(4-methylphenyl)-2,3-dihydro-1-benzooxepine-4-carbonyl)piperidine). Yield: 87.0%. As a reaction SMILES: [CH3:1][C:2]1[CH:7]=[CH:6][C:5]([C:8]2[CH:9]=[CH:10][C:11]3[O:17][CH2:16][CH2:15][C:14]([C:18]([N:20]4[CH2:25][CH2:24][CH:23]([NH:26]C(=O)C(F)(F)F)[CH2:22][CH2:21]4)=[O:19])=[CH:13][C:12]=3[CH:33]=2)=[CH:4][CH:3]=1.[OH-].[Na+]>CO>[NH2:26][CH:23]1[CH2:24][CH2:25][N:20]([C:18]([C:14]2[CH2:15][CH2:16][O:17][C:11]3[CH:10]=[CH:9][C:8]([C:5]4[CH:6]=[CH:7][C:2]([CH3:1])=[CH:3][CH:4]=4)=[CH:33][C:12]=3[CH:13]=2)=[O:19])[CH2:21][CH2:22]1 |f:1.2|. Reported procedure: To 1-(7-(4-methylphenyl)-2,3-dihydro-1-benzooxepine-4-carbonyl)-4-trifluoroacetamidopiperidine (1.6 g) dissolved in methanol (100 ml) was added a 1 N aqueous solution of sodium hydroxide (7 ml), and the resulting mixture was stirred at room temperature overnight. The reaction mixture was concentrated and was then extracted with ethyl acetate. The organic layer was washed with water and an aqueous saturated solution of sodium chloride, and was then dried with anhydrous magnesium sulfate. The resu...